Task: describe an organic reaction: reactants, conditions, products, and yield. Dataset: the Open Reaction Database (ORD), a public repository of structured organic reaction records Starting materials: N[C@@H]1CC[C@H](CC1)NC=1C=C(C=2N(N1)C(=CN2)C(=O)NC2=CC(=NC=C2)F)N(CC2=CC=C(C=C2)OC)C2CC2 (6-((trans)-4-aminocyclohexylamino)-8-(cyclopropyl(4-methoxybenzyl)amino)-N-(2-fluoropyridin-4-yl)imidazo[1,2-b]pyridazine-3-carboxamide), CCN(C(C)C)C(C)C (DIEA), C1(=CC=CC=C1)S(=O)(=O)Cl (benzenesulfonyl chloride), C(=O)(C(F)(F)F)O (TFA). Run in C(Cl)Cl (CH2Cl2). Conditions: time 30 minute. Yields the product C1(CC1)NC=1C=2N(N=C(C1)N[C@@H]1CC[C@H](CC1)NS(=O)(=O)C1=CC=CC=C1)C(=CN2)C(=O)NC2=CC(=NC=C2)F (8-(cyclopropylamino)-N-(2-fluoropyridin-4-yl)-6-((trans)-4-(phenylsulfonamido)cyclohexylamino)imidazo[1,2-b]pyridazine-3-carboxamide). Yield: 54.2%. RXN SMILES: [NH2:1][C@H:2]1[CH2:7][CH2:6][C@H:5]([NH:8][C:9]2[CH:10]=[C:11]([N:28]([CH:38]3[CH2:40][CH2:39]3)CC3C=CC(OC)=CC=3)[C:12]3[N:13]([C:15]([C:18]([NH:20][C:21]4[CH:26]=[CH:25][N:24]=[C:23]([F:27])[CH:22]=4)=[O:19])=[CH:16][N:17]=3)[N:14]=2)[CH2:4][CH2:3]1.CCN(C(C)C)C(C)C.[C:50]1([S:56](Cl)(=[O:58])=[O:57])[CH:55]=[CH:54][CH:53]=[CH:52][CH:51]=1.C(O)(C(F)(F)F)=O>C(Cl)Cl>[CH:38]1([NH:28][C:11]2[C:12]3[N:13]([C:15]([C:18]([NH:20][C:21]4[CH:26]=[CH:25][N:24]=[C:23]([F:27])[CH:22]=4)=[O:19])=[CH:16][N:17]=3)[N:14]=[C:9]([NH:8][C@H:5]3[CH2:4][CH2:3][C@H:2]([NH:1][S:56]([C:50]4[CH:55]=[CH:54][CH:53]=[CH:52][CH:51]=4)(=[O:58])=[O:57])[CH2:7][CH2:6]3)[CH:10]=2)[CH2:39][CH2:40]1. Reported procedure: To a solution of 6-((trans)-4-aminocyclohexylamino)-8-(cyclopropyl(4-methoxybenzyl)amino)-N-(2-fluoropyridin-4-yl)imidazo[1,2-b]pyridazine-3-carboxamide (20.00 mg, 0.037 mmol) in CH2Cl2 (1 mL) was added DIEA (0.00617 mL, 0.035 mmol) and benzenesulfonyl chloride (1.5 mg, 8.49 μmol). The reaction solution was stirred at room temperature for 30 min, concentrated and then treated with TFA (1.132 mL, 14.69 mmol) at 70° C. for 1 hr. The reaction mixture was concentrated and purified by HPLC (Phenomene... Reactants: C1OC=2C=C(C(C(=O)O)=CC2O1)O (4,5-Methylenedioxysalicylic acid), C(=O)(N1C=NC=C1)N1C=NC=C1 (carbonyldiimidazole), NCCCO (3-aminopropanol). Solvent: C(Cl)Cl (methylene chloride). The product is OC1=C(C(=O)NCCCO)C=C2C(=C1)OCO2 (3-(2-hydroxy-4,5-methylenedioxybenzamido)-1-propanol). The yield is 64.0%. Reaction SMILES: [CH2:1]1[O:12][C:11]2[CH:10]=[C:6]([C:7]([OH:9])=O)[C:5]([OH:13])=[CH:4][C:3]=2[O:2]1.C(N1C=CN=C1)(N1C=CN=C1)=O.[NH2:26][CH2:27][CH2:28][CH2:29][OH:30]>C(Cl)Cl>[OH:13][C:5]1[CH:4]=[C:3]2[O:2][CH2:1][O:12][C:11]2=[CH:10][C:6]=1[C:7]([NH:26][CH2:27][CH2:28][CH2:29][OH:30])=[O:9]. Procedure details: 4,5-Methylenedioxysalicylic acid was activated by carbonyldiimidazole in methylene chloride and combined with 3-aminopropanol in essentially an identical manner as for Example 1 above. An acidic quench and subsequent purification by flash chromatography (SiO2) using (1:1) hexane-ethyl acetate gave 3-(2-hydroxy-4,5-methylenedioxybenzamido)-1-propanol as a waxy white solid in 64% yield.